This data is from the Open Reaction Database (ORD), a public repository of structured organic reaction records. The task is: describe an organic reaction: reactants, conditions, products, and yield The reactants are BrCCCc1ccccc1, Cc1cc(C)nc(-n2c(C)ccc2C)c1. Yields the product Cc1cc(CCCCc2ccccc2)nc(-n2c(C)ccc2C)c1. RXN SMILES: [Br:16][CH2:17][CH2:18][CH2:19][c:20]1[cH:21][cH:22][cH:23][cH:24][cH:25]1.[CH3:1][c:2]1[cH:3][c:4](-[n:9]2[c:10]([CH3:15])[cH:11][cH:12][c:13]2[CH3:14])[n:5][c:6]([CH3:8])[cH:7]1>>[CH3:1][c:2]1[cH:3][c:4](-[n:9]2[c:10]([CH3:15])[cH:11][cH:12][c:13]2[CH3:14])[n:5][c:6]([CH2:8][CH2:17][CH2:18][CH2:19][c:20]2[cH:21][cH:22][cH:23][cH:24][cH:25]2)[cH:7]1.